Dataset: the Open Reaction Database (ORD), a public repository of structured organic reaction records. Task: describe an organic reaction: reactants, conditions, products, and yield Starting materials: C(C1=CC=CC=C1)OC(NC1(CCN(CC1)C1=NC=C(C=C1)C#N)C)=O ((5′-cyano-4-methyl-3,4,5,6-tetrahydro-2H-(1,2′)bipyridinyl-4-yl)-carbamic acid benzyl ester), C[Si](C)(C)I (trimethylsilyliodide). Run in C(C)#N (acetonitrile). The product is NC1(CCN(CC1)C1=NC=C(C=C1)C#N)C (4-Amino-4-methyl-3,4,5,6-tetrahydro-2H-(1,2′)bipyridinyl-5′-carbonitrile). Yield: 74.9%. As a reaction SMILES: C(OC(=O)[NH:10][C:11]1([CH3:25])[CH2:16][CH2:15][N:14]([C:17]2[CH:22]=[CH:21][C:20]([C:23]#[N:24])=[CH:19][N:18]=2)[CH2:13][CH2:12]1)C1C=CC=CC=1.C[Si](I)(C)C>C(#N)C>[NH2:10][C:11]1([CH3:25])[CH2:16][CH2:15][N:14]([C:17]2[CH:22]=[CH:21][C:20]([C:23]#[N:24])=[CH:19][N:18]=2)[CH2:13][CH2:12]1. Procedure: A solution of (5′-cyano-4-methyl-3,4,5,6-tetrahydro-2H-(1,2′)bipyridinyl-4-yl)-carbamic acid benzyl ester (93 mg) and trimethylsilyliodide (62 μL) in acetonitrile (1.5 mL) was heated to 45° C. for 20 minutes. The reaction mixture was cooled and concentrated under reduced pressure. The crude reaction mixture was purified by chromatography (silica gel, eluting with a gradient of 2% MeOH/CH2Cl2/0.1% NH4OH to 6% MeOH/CH2Cl2/0.1% NH4OH) to provide the titled compound (43 mg) as a yellow foam. MS (CI)... The reactants are ice water, C(C)(C)[Si](C(C)C)(C(C)C)Cl (Triisopropylsilyl chloride), [Na] (sodium), BrC=1C=C2C=CNC2=CC1 (5bromoindole), [H-].[Na+] (sodium hydride). Run in ClCCl (dichloromethane), CN(C=O)C (dimethylformamide). Conditions: time 2 hour. Yields the product BrC=1C=C2C=CN(C2=CC1)[Si](C(C)C)(C(C)C)C(C)C (5-bromo-1-triisopropylsilylindole). Reaction SMILES: [CH:1]([Si:4](Cl)([CH:8]([CH3:10])[CH3:9])[CH:5]([CH3:7])[CH3:6])([CH3:3])[CH3:2].[Na].[Br:13][C:14]1[CH:15]=[C:16]2[C:20](=[CH:21][CH:22]=1)[NH:19][CH:18]=[CH:17]2.[H-].[Na+]>CN(C)C=O.ClCCl>[Br:13][C:14]1[CH:15]=[C:16]2[C:20](=[CH:21][CH:22]=1)[N:19]([Si:4]([CH:8]([CH3:10])[CH3:9])([CH:5]([CH3:7])[CH3:6])[CH:1]([CH3:3])[CH3:2])[CH:18]=[CH:17]2 |f:3.4,^1:11|. Procedure: Triisopropylsilyl chloride (6.87 g) was added to the sodium salt prepared from 5bromoindole (6.35 g) and sodium hydride (1.71 g, 50% suspension in oil) in dimethylformamide (32 ml) and the mixture was stirred at room temperature for 2 hours then poured into ice water (150 ml). The crude intermediate obtained by evaporation of the dichloromethane extract was column chromatographed (silica gel, 40°-60° C. petroleum ether) to give 5-bromo-1-triisopropylsilylindole isolated as an oil. The reactants are COc1cc2ncnc(C3CCNCC3)c2cc1OC, CCN(C(C)C)C(C)C, ClC(Cl)Cl, ClCCl, O=C(Nc1ccc(I)cc1)Oc1ccc([N+](=O)[O-])cc1. The product is COc1cc2ncnc(C3CCN(C(=O)Nc4ccc(I)cc4)CC3)c2cc1OC. Reaction SMILES: [CH3:1][O:2][c:3]1[cH:4][c:5]2[c:6]([CH:15]3[CH2:16][CH2:17][NH:18][CH2:19][CH2:20]3)[n:7][cH:8][n:9][c:10]2[cH:11][c:12]1[O:13][CH3:14].[CH:41]([N:42]([CH2:43][CH3:44])[CH:45]([CH3:46])[CH3:47])([CH3:48])[CH3:49].[Cl:50][CH:51]([Cl:52])[Cl:53].[Cl:54][CH2:55][Cl:56].[N+:21]([c:22]1[cH:23][cH:24][c:25]([O:30][C:31](=[O:26])[NH:32][c:33]2[cH:34][cH:35][c:36]([I:39])[cH:37][cH:38]2)[cH:27][cH:28]1)([O-:29])=[O:40]>>[CH3:1][O:2][c:3]1[cH:4][c:5]2[c:6]([CH:15]3[CH2:16][CH2:17][N:18]([C:31](=[O:30])[NH:32][c:33]4[cH:34][cH:35][c:36]([I:39])[cH:37][cH:38]4)[CH2:19][CH2:20]3)[n:7][cH:8][n:9][c:10]2[cH:11][c:12]1[O:13][CH3:14]. The reactants are BrB(Br)Br, ClCCl, COc1ccccc1C(O)C(F)(F)F. The product is Oc1ccccc1C(O)C(F)(F)F. Reaction SMILES: [B:1]([Br:2])([Br:3])[Br:4].[Cl:19][CH2:20][Cl:21].[F:5][C:6]([CH:7]([OH:8])[c:9]1[c:10]([O:15][CH3:16])[cH:11][cH:12][cH:13][cH:14]1)([F:17])[F:18]>>[F:5][C:6]([CH:7]([OH:8])[c:9]1[c:10]([OH:15])[cH:11][cH:12][cH:13][cH:14]1)([F:17])[F:18].